This data is from the Open Reaction Database (ORD), a public repository of structured organic reaction records. The task is: describe an organic reaction: reactants, conditions, products, and yield Reactants: CC(O[Si](C)(C)C(C)(C)C)c1ncc(Cn2ccc(N)n2)o1, ClCCCl, ClCCl, N#N, O, On1nnc2ccccc21, O=C(O)c1ncoc1-c1ccccc1. Yields the product CC(O[Si](C)(C)C(C)(C)C)c1ncc(Cn2ccc(NC(=O)c3ncoc3-c3ccccc3)n2)o1. RXN SMILES: [C:31]([CH3:32])([CH3:33])([CH3:34])[Si:35]([O:36][CH:37]([CH3:38])[c:39]1[o:40][c:41]([CH2:44][n:45]2[n:46][c:47]([NH2:50])[cH:48][cH:49]2)[cH:42][n:43]1)([CH3:51])[CH3:52].[CH2:27]([Cl:28])[CH2:29][Cl:30].[Cl:53][CH2:54][Cl:55].[N:1]#[N:2].[OH2:56].[OH:17][n:18]1[c:19]2[c:20]([cH:21][cH:22][cH:23][cH:24]2)[n:25][n:26]1.[c:3]1(-[c:9]2[c:10]([C:14](=[O:15])[OH:16])[n:11][cH:12][o:13]2)[cH:4][cH:5][cH:6][cH:7][cH:8]1>>[c:3]1(-[c:9]2[c:10]([C:14](=[O:16])[NH:50][c:47]3[n:46][n:45]([CH2:44][c:41]4[o:40][c:39]([CH:37]([O:36][Si:35]([C:31]([CH3:32])([CH3:33])[CH3:34])([CH3:51])[CH3:52])[CH3:38])[n:43][cH:42]4)[cH:49][cH:48]3)[n:11][cH:12][o:13]2)[cH:4][cH:5][cH:6][cH:7][cH:8]1. The reactants are CC(C)(C)OC(=O)N1CCC(=O)CC1, C1COCCN1, CO, ClCCl, O=C(O)C(F)(F)F, NC(=O)c1cc(-c2nnn[nH]2)ccc1O. The product is CC(C)(C)OC(=O)N1CCC2(CC1)NC(=O)c1cc(-c3nnn[nH]3)ccc1O2. As a reaction SMILES: [C:16](=[O:17])([O:18][C:19]([CH3:20])([CH3:21])[CH3:22])[N:23]1[CH2:24][CH2:25][C:26](=[O:29])[CH2:27][CH2:28]1.[CH2:30]1[NH:31][CH2:32][CH2:33][O:34][CH2:35]1.[CH3:43][OH:44].[Cl:45][CH2:46][Cl:47].[F:36][C:37]([F:38])([F:39])[C:40]([OH:41])=[O:42].[OH:1][c:2]1[c:3]([C:4](=[O:5])[NH2:6])[cH:7][c:8](-[c:11]2[n:12][n:13][n:14][nH:15]2)[cH:9][cH:10]1>>[O:1]1[c:2]2[c:3]([cH:7][c:8](-[c:11]3[n:12][n:13][n:14][nH:15]3)[cH:9][cH:10]2)[C:4](=[O:5])[NH:6][C:26]12[CH2:25][CH2:24][N:23]([C:16](=[O:17])[O:18][C:19]([CH3:20])([CH3:21])[CH3:22])[CH2:28][CH2:27]2. Starting materials: FC=1C=C(N)C=CC1OC1=C2C(=NC=C1)C=CS2 (3-fluoro-4-(thieno[3,2-b]pyridin-7-yloxy)aniline), C1(=CC=CC=C1)CCCC(=O)O (4-phenylbutanoic acid), CN1CCOCC1 (N-methyl morpholine), ClC(=O)OCC(C)C (isobutyl chloroformate). The solvent is C1CCOC1 (THF), C1CCOC1 (THF). Conditions: time 15 minute. Product: FC=1C=C(C=CC1OC1=C2C(=NC=C1)C=CS2)NC(CCCC2=CC=CC=C2)=O (N-(3-fluoro-4-(thieno[3,2-b]pyridin-7-yloxy)phenyl)-4-phenylbutanamide). Reaction SMILES: [C:1]1([CH2:7][CH2:8][CH2:9][C:10]([OH:12])=O)[CH:6]=[CH:5][CH:4]=[CH:3][CH:2]=1.CN1CCOCC1.ClC(OCC(C)C)=O.[F:28][C:29]1[CH:30]=[C:31]([CH:33]=[CH:34][C:35]=1[O:36][C:37]1[CH:42]=[CH:41][N:40]=[C:39]2[CH:43]=[CH:44][S:45][C:38]=12)[NH2:32]>C1COCC1>[F:28][C:29]1[CH:30]=[C:31]([NH:32][C:10](=[O:12])[CH2:9][CH2:8][CH2:7][C:1]2[CH:2]=[CH:3][CH:4]=[CH:5][CH:6]=2)[CH:33]=[CH:34][C:35]=1[O:36][C:37]1[CH:42]=[CH:41][N:40]=[C:39]2[CH:43]=[CH:44][S:45][C:38]=12. Reported procedure: To a stirred solution of 4-phenylbutanoic acid (49 mg, 0.3 mmol) in 1 mL THF at −78° C. under nitrogen was added N-methyl morpholine (66 μL, 0.6 mmol) followed by isobutyl chloroformate (34 μL, 0.26 mmol). After 15 minutes, a solution of 3-fluoro-4-(thieno[3,2-b]pyridin-7-yloxy)aniline (Example 1, Step B) in 1 mL THF was added and the reaction mixture was warmed to reflux. After refluxing overnight, the reaction was cooled to room temperature and partitioned between CH2Cl2 (30 mL) and 10% citric... The reactants are CN1CCOCC1 (N-Methylmorpholine), CC(C)(C)OC([C@@H](N)C)=O (L-alanine 1,1 -dimethylethyl ester), N#N.CC(C)(OC(=O)N[C@@H](CCCCNC(=O)OCC1=CC=CC=C1)C(=O)O)C (N2 [(1,1-dimethylethoxy)carbonyl]-N6 -[(phenylmethoxy)carbonyl]-L-lysine), Cl.CN(CCCN=C=NCC)C (N-(3-dimethylaminopropyl)-N'-ethylcarbodiimide hydrochloride), ON1N=NC2=C1C=CC=C2 (1-hydroxybenzotriazole). Run in ClCCl (dichloromethane). Conditions: time 18 hour. Product: CC(C)(C)OC([C@@H](NC([C@@H](NC(=O)OC(C)(C)C)CCCCNC(=O)OCC1=CC=CC=C1)=O)C)=O (N-[N2 -[(1,1-dimethylethoxy) carbonyl]-N6 -[(phenylmethoxy)carbonyl]-L-lysinyl]-L-alanine 1,1-dimethylethyl ester). Yield: 90.1%. As a reaction SMILES: CN1CCOCC1.[CH3:8][C:9]([O:12][C:13](=[O:17])[C@H:14]([CH3:16])[NH2:15])([CH3:11])[CH3:10].N#N.[CH3:20][C:21]([CH3:46])([O:23][C:24]([NH:26][C@H:27]([C:43](O)=[O:44])[CH2:28][CH2:29][CH2:30][CH2:31][NH:32][C:33]([O:35][CH2:36][C:37]1[CH:42]=[CH:41][CH:40]=[CH:39][CH:38]=1)=[O:34])=[O:25])[CH3:22].Cl.CN(C)CCCN=C=NCC.ON1C2C=CC=CC=2N=N1>ClCCl>[CH3:8][C:9]([O:12][C:13](=[O:17])[C@H:14]([CH3:16])[NH:15][C:43](=[O:44])[C@H:27]([CH2:28][CH2:29][CH2:30][CH2:31][NH:32][C:33]([O:35][CH2:36][C:37]1[CH:38]=[CH:39][CH:40]=[CH:41][CH:42]=1)=[O:34])[NH:26][C:24]([O:23][C:21]([CH3:46])([CH3:20])[CH3:22])=[O:25])([CH3:11])[CH3:10] |f:2.3,4.5|. Procedure details: N-Methylmorpholine (3.3 ml) was added to a suspension of L-alanine 1,1 -dimethylethyl ester (4.0 g), N2 -[(1,1-dimethylethoxy)carbonyl]-N6 -[(phenylmethoxy)carbonyl]-L-lysine (11.4 g), N-(3-dimethylaminopropyl)-N'-ethylcarbodiimide hydrochloride (5.8 g) and 1-hydroxybenzotriazole (4.1 g) in dichloromethane (150 ml). The resulting mixture was allowed to stand for 18 hours, and was then poured into distilled water (200 ml). The organic phase was separated, washed with water, saturated sodium hydro... Reactants: ClC1=C(C(N(C(N1C)=O)C)=O)C=O (6-Chloro-1,3-dimethyl-2,4-dioxo-1,2,3,4-tetrahydropyrimidine-5-carbaldehyde), C(C)S (ethanethiol). Yields the product C(C)SC1=C(C(N(C(N1C)=O)C)=O)C=O (6-(Ethylthio)-1,3-dimethyl-2,4-dioxo-1,2,3,4-tetrahydropyrimidine-5-carbaldehyde). Reaction SMILES: Cl[C:2]1[N:7]([CH3:8])[C:6](=[O:9])[N:5]([CH3:10])[C:4](=[O:11])[C:3]=1[CH:12]=[O:13].[CH2:14]([SH:16])[CH3:15]>>[CH2:14]([S:16][C:2]1[N:7]([CH3:8])[C:6](=[O:9])[N:5]([CH3:10])[C:4](=[O:11])[C:3]=1[CH:12]=[O:13])[CH3:15]. Procedure details: The process described in Method D was followed. 6-Chloro-1,3-dimethyl-2,4-dioxo-1,2,3,4-tetrahydropyrimidine-5-carbaldehyde (0.303 g, 1.50 mmol) and ethanethiol were used to obtain the title compound. The crude product was purified by column chromatography with a mixture of n-hexane:ethyl acetate (1:1) as the eluent. Reaction SMILES: C(OC([N:8]1[CH2:13][CH2:12][N:11]([CH2:14][C:15]2[CH:20]=[C:19]([O:21][CH3:22])[C:18]([O:23][CH3:24])=[C:17]([O:25][CH3:26])[CH:16]=2)[CH:10]([C:27]([O:29][CH3:30])=[O:28])[CH2:9]1)=O)(C)(C)C.[ClH:31].C(OCC)(=O)C>>[ClH:31].[ClH:31].[CH3:26][O:25][C:17]1[CH:16]=[C:15]([CH:20]=[C:19]([O:21][CH3:22])[C:18]=1[O:23][CH3:24])[CH2:14][N:11]1[CH2:12][CH2:13][NH:8][CH2:9][CH:10]1[C:27]([O:29][CH3:30])=[O:28] |f:1.2,3.4.5|. Starting materials: C(C)(C)(C)OC(=O)N1CC(N(CC1)CC1=CC(=C(C(=C1)OC)OC)OC)C(=O)OC (methyl 4-tert-butoxycarbonyl-1-(3,4,5-trimethoxybenzyl)piperazine-2-carboxylate), Cl.C(C)(=O)OCC (HCl ethyl acetate). Reaction conditions: time 5 hour. The product is Cl.Cl.COC=1C=C(CN2C(CNCC2)C(=O)OC)C=C(C1OC)OC (methyl 1-(3,4,5-trimethoxybenzyl)-piperazine-2-carboxylate dihydrochloride). Procedure: In 4.5N HCl-ethyl acetate solution (20 ml) is dissolved methyl 4-tert-butoxycarbonyl-1-(3,4,5-trimethoxybenzyl)piperazine-2-carboxylate (5.0 g) obtained in Reference Example 19, and the solution is left standing at room temperature for 5 hours. The reaction mixture is concentrated under reduced pressure to give crystalline methyl 1-(3,4,5-trimethoxybenzyl)-piperazine-2-carboxylate dihydrochloride (4.3 g). This product is recrystallized from ethanol to afford colorless needles, m.p. 170-175° C.